From a dataset of the Open Reaction Database (ORD), a public repository of structured organic reaction records. describe an organic reaction: reactants, conditions, products, and yield The reactants are CCN(CC)C(=O)NC1CC2c3c([N+](=O)[O-])ccc4c3C(CC2N(C)C1)CN4C(C)=O, ClCCl, Cl, N. The product is CCN(CC)C(=O)NC1CC2c3c([N+](=O)[O-])ccc4c3C(CN4)CC2N(C)C1. As a reaction SMILES: [C:1](=[O:2])([CH3:3])[N:4]1[CH2:5][CH:6]2[CH2:7][CH:8]3[N:9]([CH3:31])[CH2:10][CH:11]([NH:23][C:24]([N:25]([CH2:26][CH3:27])[CH2:28][CH3:29])=[O:30])[CH2:12][CH:13]3[c:14]3[c:15]([N+:20](=[O:21])[O-:22])[cH:16][cH:17][c:18]1[c:19]32.[CH2:33]([Cl:34])[Cl:35].[ClH:36].[NH3:32]>>[NH:4]1[CH2:5][CH:6]2[CH2:7][CH:8]3[N:9]([CH3:31])[CH2:10][CH:11]([NH:23][C:24]([N:25]([CH2:26][CH3:27])[CH2:28][CH3:29])=[O:30])[CH2:12][CH:13]3[c:14]3[c:15]([N+:20](=[O:21])[O-:22])[cH:16][cH:17][c:18]1[c:19]32. Starting materials: O=C(O)c1ccc(C(F)(F)F)cc1, CC1CN(c2ncc(CO)cc2Cl)CCN1c1nc2cc(C(F)(F)F)cc(N)c2[nH]1. The product is CC1CN(c2ncc(CO)cc2Cl)CCN1c1nc2cc(C(F)(F)F)cc(NC(=O)c3ccc(C(F)(F)F)cc3)c2[nH]1. As a reaction SMILES: [F:31][C:32]([c:33]1[cH:34][cH:35][c:36]([C:37](=[O:38])[OH:39])[cH:40][cH:41]1)([F:42])[F:43].[NH2:1][c:2]1[cH:3][c:4]([C:27]([F:28])([F:29])[F:30])[cH:5][c:6]2[c:7]1[nH:8][c:9]([N:11]1[CH:12]([CH3:26])[CH2:13][N:14]([c:17]3[c:18]([Cl:25])[cH:19][c:20]([CH2:23][OH:24])[cH:21][n:22]3)[CH2:15][CH2:16]1)[n:10]2>>[NH:1]([c:2]1[cH:3][c:4]([C:27]([F:28])([F:29])[F:30])[cH:5][c:6]2[c:7]1[nH:8][c:9]([N:11]1[CH:12]([CH3:26])[CH2:13][N:14]([c:17]3[c:18]([Cl:25])[cH:19][c:20]([CH2:23][OH:24])[cH:21][n:22]3)[CH2:15][CH2:16]1)[n:10]2)[C:37]([c:36]1[cH:35][cH:34][c:33]([C:32]([F:31])([F:42])[F:43])[cH:41][cH:40]1)=[O:38].